This data is from the Open Reaction Database (ORD), a public repository of structured organic reaction records. The task is: describe an organic reaction: reactants, conditions, products, and yield Reactants: C(C)(C)(C)OC(=O)N1CSC[C@H]1C(=O)O (N-tert-butoxycarbonyl-(R)-(−) thiazolidine-4-carboxylic acid), COC([C@@H](NC(C1=C(C=C(C=C1)N)C1=CC=CC=C1)=O)CCSC)=O (4-amino-2-phenylbenzoyl methionine methyl ester), COC([C@@H](NC(C1=C(C=C(C=C1)N)C1=CC=CC=C1)=O)CCSC)=O (4-amino-2-phenylbenzoyl methionine methyl ester). Product: COC([C@@H](NC(C1=C(C=C(C=C1)NC(=O)[C@H]1N(CSC1)C(=O)OC(C)(C)C)C1=CC=CC=C1)=O)CCSC)=O ([4-(N-tert-butoxycarbonyl-(R)-thiazolidin-4-ylcarbonyl)amino-2-phenylbenzoyl]methionine methyl ester). Reaction SMILES: [C:1]([O:5][C:6]([N:8]1[C@H:12]([C:13]([OH:15])=O)[CH2:11][S:10][CH2:9]1)=[O:7])([CH3:4])([CH3:3])[CH3:2].[CH3:16][O:17][C:18](=[O:40])[C@H:19]([CH2:36][CH2:37][S:38][CH3:39])[NH:20][C:21](=[O:35])[C:22]1[CH:27]=[CH:26][C:25]([NH2:28])=[CH:24][C:23]=1[C:29]1[CH:34]=[CH:33][CH:32]=[CH:31][CH:30]=1>>[CH3:16][O:17][C:18](=[O:40])[C@H:19]([CH2:36][CH2:37][S:38][CH3:39])[NH:20][C:21](=[O:35])[C:22]1[CH:27]=[CH:26][C:25]([NH:28][C:13]([C@@H:12]2[CH2:11][S:10][CH2:9][N:8]2[C:6]([O:5][C:1]([CH3:2])([CH3:3])[CH3:4])=[O:7])=[O:15])=[CH:24][C:23]=1[C:29]1[CH:30]=[CH:31][CH:32]=[CH:33][CH:34]=1. Reported procedure: The desired compound was prepared by coupling of N-tert-butoxycarbonyl-(R)-(−) thiazolidine-4-carboxylic acid, prepared as in Example 164A with [4-amino-2-phenylbenzoyl]methionine methyl ester (compound 8) according to the method of Example 163D. Starting materials: C(=CC1=CC=CC=C1)S(=O)(=O)[O-].[Na+] (sodium styrenesulfonate), C(C)(=O)ON(CCN(OC(C)=O)OC(C)=O)OC(C)=O.[Na].[Na] (disodium ethylenediamine tetraacetate), NCCOC(C(=C)C)=O (2-(amino)ethylmethacrylate), S(O)(O)(=O)=O (sulfuric acid). Solvent: O (water). Run at temperature 65 celsius, time 8 hour. The product is C(C(=C)C)(=O)OCCN.C(=CC1=CC=CC=C1)S(=O)(=O)[O-].[Na+] (2-(amino)ethyl methacrylate sodium styrenesulfonate). Yield: 11.0%. RXN SMILES: [CH:1]([S:9]([O-:12])(=[O:11])=[O:10])=[CH:2][C:3]1[CH:8]=[CH:7][CH:6]=[CH:5][CH:4]=1.[Na+:13].[NH2:14][CH2:15][CH2:16][O:17][C:18](=[O:22])[C:19]([CH3:21])=[CH2:20].S(=O)(=O)(O)O.C(ON(OC(=O)C)CCN(OC(=O)C)OC(=O)C)(=O)C.[Na].[Na]>O>[C:18]([O:17][CH2:16][CH2:15][NH2:14])(=[O:22])[C:19]([CH3:21])=[CH2:20].[CH:1]([S:9]([O-:12])(=[O:10])=[O:11])=[CH:2][C:3]1[CH:8]=[CH:7][CH:6]=[CH:5][CH:4]=1.[Na+:13] |f:0.1,4.5.6,8.9.10,^1:47,48|. Reported procedure: A solution of 35 g of sodium styrenesulfonate and 14 g of 35% 2-(amino)ethylmethacrylate.HC1 solution in 200 ml of water was prepared. The pH was adjusted to 3.5 using 1N sulfuric acid, and 0.1 g disodium ethylenediamine tetraacetate was added to the above solution. The solution was then N2 sparged for 30 minutes and heated to 65° C. 3 g of 4,4'-azobis(4-cyanovaleric acid) were then added, and the solution maintained at 65° C. for 6 hours. The reactants were poured into 1 liter of acetone, the a...